Dataset: the Open Reaction Database (ORD), a public repository of structured organic reaction records. Task: describe an organic reaction: reactants, conditions, products, and yield The reactants are [OH-].[K+] (potassium hydroxide), O(C1[C@@H](O)[C@H](O)[C@@H](O)[C@@H](O1)CO)C (methyl L-glucopyranoside), C(C1=CC=CC=C1)Cl (benzyl chloride). The solvent is O1CCOCC1 (1,4-dioxane). Reaction conditions: time 4 hour. Product: C(C1=CC=CC=C1)O[C@@H]1[C@H](OC)O[C@H]([C@@H]([C@H]1OCC1=CC=CC=C1)OCC1=CC=CC=C1)COCC1=CC=CC=C1 (methyl 2,3,4,6-tetra-O-benzyl-α-L-glucopyranoside). As a reaction SMILES: [OH-].[K+].[O:3]([CH3:15])[CH:4]1[O:12][C@@H:11]([CH2:13][OH:14])[C@H:9]([OH:10])[C@@H:7]([OH:8])[C@@H:5]1[OH:6].[CH2:16](Cl)[C:17]1[CH:22]=[CH:21][CH:20]=[CH:19][CH:18]=1>O1CCOCC1>[CH2:16]([O:6][C@H:5]1[C@H:7]([O:8][CH2:16][C:17]2[CH:22]=[CH:21][CH:20]=[CH:19][CH:18]=2)[C@@H:9]([O:10][CH2:16][C:17]2[CH:22]=[CH:21][CH:20]=[CH:19][CH:18]=2)[C@H:11]([CH2:13][O:14][CH2:16][C:17]2[CH:22]=[CH:21][CH:20]=[CH:19][CH:18]=2)[O:12][C@H:4]1[O:3][CH3:15])[C:17]1[CH:22]=[CH:21][CH:20]=[CH:19][CH:18]=1 |f:0.1|. Procedure details: Powdered potassium hydroxide (25 g.) was added to a magnetically stirred solution of syrupy methyl L-glucopyranoside (4.8 g.) in dry 1,4-dioxane (30 ml.). This stirred solution was gently heated on an oil bath (reflux), and freshly distilled benzyl chloride (32 ml.) was added dropwise over a 1 hour period. Heating and stirring were continued for an additional 4 hour period, at which time the dioxane was distilled and the resultant mixture cooled, diluted with water (200 ml.) and extracted with c... The reactants are C(C1=CC=CC=C1)OC1=C2CCCC(C2=CC=C1)C(=O)O (5-benzyloxy-1,2,3,4-tetrahydronaphthalene-1-carboxylic acid), C(C)(C)C1=CC=C(N)C=C1 (4-isopropylaniline). Product: C(C1=CC=CC=C1)OC1=C2CCCC(C2=CC=C1)C(=O)NC1=CC=C(C=C1)C(C)C (5-benzyloxy-N-(4-isopropylphenyl)-1,2,3,4-tetrahydronaphthalene-1-carboxamide). As a reaction SMILES: [CH2:1]([O:8][C:9]1[CH:18]=[CH:17][CH:16]=[C:15]2[C:10]=1[CH2:11][CH2:12][CH2:13][CH:14]2[C:19](O)=[O:20])[C:2]1[CH:7]=[CH:6][CH:5]=[CH:4][CH:3]=1.[CH:22]([C:25]1[CH:31]=[CH:30][C:28]([NH2:29])=[CH:27][CH:26]=1)([CH3:24])[CH3:23]>>[CH2:1]([O:8][C:9]1[CH:18]=[CH:17][CH:16]=[C:15]2[C:10]=1[CH2:11][CH2:12][CH2:13][CH:14]2[C:19]([NH:29][C:28]1[CH:30]=[CH:31][C:25]([CH:22]([CH3:24])[CH3:23])=[CH:26][CH:27]=1)=[O:20])[C:2]1[CH:3]=[CH:4][CH:5]=[CH:6][CH:7]=1. Reported procedure: By the reaction and treatment in the same manner as in Preparation Example 11 using 5-benzyloxy-1,2,3,4-tetrahydronaphthalene-1-carboxylic acid (5.48 g) and 4-isopropylaniline (3.90 mL) as starting materials, 5-benzyloxy-N-(4-isopropylphenyl)-1,2,3,4-tetrahydronaphthalene-1-carboxamide (5.94 g) was obtained. melting point: 170.4° C. Starting materials: C(C1=CC=CC=C1)N1C(=NC=2N(C(N(C(C12)=O)CCCO)=O)CC)OC1=CC(=CC=C1)OC(F)(F)F (7-benzyl-3-ethyl-1-(3-hydroxypropyl)-8-(3-(trifluoromethoxy)phenoxy)-1H-purine-2,6(3H,7H)-dione), C(=O)[O-].[NH4+] (Ammonium formate). The reagents and catalysts are [Pd] (Pd/C). The solvent is C(C)O (ethanol). Reaction conditions: temperature 80 celsius, time 8 hour. Product: C(C)N1C(N(C(C=2NC(=NC12)OC1=CC(=CC=C1)OC(F)(F)F)=O)CCCO)=O (3-ethyl-1-(3-hydroxypropyl)-8-(3-(trifluoromethoxy)phenoxy)-1H-purine-2,6(3H,7H)-dione). The yield is 117.7%. Reaction SMILES: C([N:8]1[C:16]2[C:15](=[O:17])[N:14]([CH2:18][CH2:19][CH2:20][OH:21])[C:13](=[O:22])[N:12]([CH2:23][CH3:24])[C:11]=2[N:10]=[C:9]1[O:25][C:26]1[CH:31]=[CH:30][CH:29]=[C:28]([O:32][C:33]([F:36])([F:35])[F:34])[CH:27]=1)C1C=CC=CC=1.C([O-])=O.[NH4+]>C(O)C.[Pd]>[CH2:23]([N:12]1[C:11]2[N:10]=[C:9]([O:25][C:26]3[CH:31]=[CH:30][CH:29]=[C:28]([O:32][C:33]([F:35])([F:36])[F:34])[CH:27]=3)[NH:8][C:16]=2[C:15](=[O:17])[N:14]([CH2:18][CH2:19][CH2:20][OH:21])[C:13]1=[O:22])[CH3:24] |f:1.2|. Procedure details: 7-benzyl-3-ethyl-1-(3-hydroxypropyl)-8-(3-(trifluoromethoxy)phenoxy)-1H-purine-2,6(3H,7H)-dione (0.62 g, 1.23 mmol, example 60) was dissolved in ethanol (20 mL); then the mixture was degassed and refilled with nitrogen three times. Ammonium formate (0.5 g, 7.94 mmol) and 10% Pd/C (30 mg) were added. The mixture was again degassed and refilled with nitrogen three times; then it was stirred at 80° C. overnight. The reaction was cooled and filtered. The filter cake was washed with methanol. The fil... Starting materials: CCOC(=O)CCc1cccc(N)c1, CCOC(C)=O, O=C(O)c1ccc(-c2ccc(Cl)cc2)o1. Yields the product CCOC(=O)CCc1cccc(NC(=O)c2ccc(-c3ccc(Cl)cc3)o2)c1. Reaction SMILES: [CH2:16]([CH3:17])[O:18][C:19]([CH2:20][CH2:21][c:22]1[cH:23][c:24]([NH2:28])[cH:25][cH:26][cH:27]1)=[O:29].[CH3:30][CH2:31][O:32][C:33]([CH3:34])=[O:35].[Cl:1][c:2]1[cH:3][cH:4][c:5](-[c:8]2[cH:9][cH:10][c:11]([C:13](=[O:14])[OH:15])[o:12]2)[cH:6][cH:7]1>>[Cl:1][c:2]1[cH:3][cH:4][c:5](-[c:8]2[cH:9][cH:10][c:11]([C:13](=[O:15])[NH:28][c:24]3[cH:23][c:22]([CH2:21][CH2:20][C:19]([O:18][CH2:16][CH3:17])=[O:29])[cH:27][cH:26][cH:25]3)[o:12]2)[cH:6][cH:7]1. The reactants are OC1=CC=C(C=C1)C=1C=NC(=NC1)C1=CC=C(C=C1)OCCCC (5-(4-hydroxyphenyl)-2-(4-butyloxyphenyl)pyrimidine), FC(C(=O)O)(CCC)C ((-)-2-fluoro-2-methylpentanoic acid), C1(CCCCC1)N=C=NC1CCCCC1 (N,N'-dicylohexylcarbodiimide). Reagents/catalysts: CN(C1=CC=NC=C1)C (4-dimethylaminopyridine). Run in C(Cl)Cl (methylene chloride). The product is FC(C(=O)OC1=CC=C(C=C1)C=1C=NC(=NC1)C1=CC=C(C=C1)OCCCC)(CCC)C (5-(4-(2-fluoro-2-methylpentanoyloxy)phenyl)-2-(4-butyloxyphenyl)-pyrimidine). The yield is 15.1%. RXN SMILES: [OH:1][C:2]1[CH:7]=[CH:6][C:5]([C:8]2[CH:9]=[N:10][C:11]([C:14]3[CH:19]=[CH:18][C:17]([O:20][CH2:21][CH2:22][CH2:23][CH3:24])=[CH:16][CH:15]=3)=[N:12][CH:13]=2)=[CH:4][CH:3]=1.[F:25][C:26]([CH3:33])([CH2:30][CH2:31][CH3:32])[C:27](O)=[O:28].C1(N=C=NC2CCCCC2)CCCCC1>CN(C)C1C=CN=CC=1.C(Cl)Cl>[F:25][C:26]([CH3:33])([CH2:30][CH2:31][CH3:32])[C:27]([O:1][C:2]1[CH:3]=[CH:4][C:5]([C:8]2[CH:9]=[N:10][C:11]([C:14]3[CH:19]=[CH:18][C:17]([O:20][CH2:21][CH2:22][CH2:23][CH3:24])=[CH:16][CH:15]=3)=[N:12][CH:13]=2)=[CH:6][CH:7]=1)=[O:28]. Procedure: 3.6 g (0.01 mol) of 5-(4-hydroxyphenyl)-2-(4-butyloxyphenyl)pyrimidine, 1.5 g (0.01 mol) of (-)-2-fluoro-2-methylpentanoic acid, 2.1 g (0.01 mol) of N,N'-dicylohexylcarbodiimide (DCC) and 130 mg (1.0×10-3 mol) of 4-dimethylaminopyridine were dissolved in 190 ml of dried methylene chloride, which were stirred under reflux for 6 hours. After the completion of the reaction, the precipitate was removed by filtration and then the filtrate was washed with 1 normal hydrochloric acid and further with wa... Reactants: C(C)(C)(C)OC(N[C@@H](CO)C1=CC=C(C=C1)O)=O ([(R)-2-Hydroxy-1-(4-hydroxy-phenyl)-ethyl]-carbamic acid t-butyl ester), [NH4+].[Cl-] (NH4Cl), C[C@H](CBr)CC ((S)-2-methylbutyl bromide), C(=O)([O-])[O-].[Cs+].[Cs+] (Cs2CO3). Run in CN(C)C=O (DMF). Conditions: temperature 70 celsius. Yields the product C(C)(C)(C)OC(N[C@@H](CO)C1=CC=C(C=C1)OC[C@H](CC)C)=O ({(R)-2-Hydroxy-1-[4-((S)-2-methyl-butoxy)-phenyl]-ethyl}-carbamic acid t-butyl ester). Yield: 64.6%. Reaction SMILES: [C:1]([O:5][C:6](=[O:18])[NH:7][C@H:8]([C:11]1[CH:16]=[CH:15][C:14]([OH:17])=[CH:13][CH:12]=1)[CH2:9][OH:10])([CH3:4])([CH3:3])[CH3:2].[CH3:19][C@@H:20]([CH2:23][CH3:24])[CH2:21]Br.C([O-])([O-])=O.[Cs+].[Cs+].[NH4+].[Cl-]>CN(C=O)C>[C:1]([O:5][C:6](=[O:18])[NH:7][C@H:8]([C:11]1[CH:16]=[CH:15][C:14]([O:17][CH2:19][C@@H:20]([CH3:21])[CH2:23][CH3:24])=[CH:13][CH:12]=1)[CH2:9][OH:10])([CH3:4])([CH3:2])[CH3:3] |f:2.3.4,5.6|. Procedure details: [(R)-2-Hydroxy-1-(4-hydroxy-phenyl)-ethyl]-carbamic acid t-butyl ester (10 mmol), (S)-2-methylbutyl bromide (2.60 g, 17 mmol) and Cs2CO3 (7.47 g, 23 mmol) were combined in DMF (50 ml). The reaction mixture was heated at 70° C. overnight. Saturated NH4Cl was added to quench the reaction. The aqueous layer was extracted with ethyl acetate (3×20 ml). The combined organic layers were washed with brine, then dried over MgSO4, filtered and concentrated to give a white crude solid. The crude product wa... Reactants: C(=C)OCC (ethyl vinyl ether), [N+](=[N-])=CC(=O)OCC (ethyl 2-diazoacetate). The reagents and catalysts are CC(=O)[O-].CC(=O)[O-].CC(=O)[O-].CC(=O)[O-].[Rh+2].[Rh+2] (rhodium(II) acetate dimer). The solvent is C(Cl)Cl (DCM). Run at time 2 hour. The product is C(C)OC1C(C1)C(=O)OCC (ethyl 2-ethoxycyclopropanecarboxylate). Isolated yield 90.4%. RXN SMILES: [CH:1]([O:3][CH2:4][CH3:5])=[CH2:2].[N+](=[CH:8][C:9]([O:11][CH2:12][CH3:13])=[O:10])=[N-]>C(Cl)Cl.CC([O-])=O.CC([O-])=O.CC([O-])=O.CC([O-])=O.[Rh+2].[Rh+2]>[CH2:1]([O:3][CH:4]1[CH2:5][CH:8]1[C:9]([O:11][CH2:12][CH3:13])=[O:10])[CH3:2] |f:3.4.5.6.7.8|. Reported procedure: A solution of ethyl vinyl ether (4.5 mL, 47 mmol, 4.9 equiv.) and rhodium(II) acetate dimer (20.0 mg, 45.2 μmol, 4.8 mol %) in DCM (20 mL) at ambient temperature was treated with ethyl 2-diazoacetate (1.00 mL, 9.51 mmol) in 0.1 mL portions over 10 mins, allowing effervescence to subside between additions. The resulting green solution was stirred at ambient temperature for 2 h and concentrated in vacuo. The residue was dissolved in diethyl ether and washed with water, and with brine, dried over m... Reactants: CC(C)(C)C1C(O)=C(C2=NS(=O)(=O)c3c(Cl)cccc32)C(=O)N1Cc1ccc(F)cc1, O=C([O-])[O-], CS(N)(=O)=O, [Cs+], [Cs+], O=C(C=Cc1ccccc1)C=Cc1ccccc1, O=C(C=Cc1ccccc1)C=Cc1ccccc1, O=C(C=Cc1ccccc1)C=Cc1ccccc1, C1COCCO1, [Pd], [Pd]. Reaction SMILES: [C:1]([CH3:2])([CH3:3])([CH3:4])[CH:5]1[C:6]([OH:31])=[C:7]([C:19]2=[N:20][S:21](=[O:29])(=[O:30])[c:22]3[c:23]2[cH:24][cH:25][cH:26][c:27]3[Cl:28])[C:8](=[O:18])[N:9]1[CH2:10][c:11]1[cH:12][cH:13][c:14]([F:17])[cH:15][cH:16]1.[C:37](=[O:38])([O-:39])[O-:40].[CH3:32][S:33](=[O:34])(=[O:35])[NH2:36].[Cs+:41].[Cs+:42].[O:45]=[C:46]([CH:47]=[CH:48][c:49]1[cH:50][cH:51][cH:52][cH:53][cH:54]1)[CH:55]=[CH:56][c:57]1[cH:58][cH:59][cH:60][cH:61][cH:62]1.[O:63]=[C:64]([CH:65]=[CH:66][c:67]1[cH:68][cH:69][cH:70][cH:71][cH:72]1)[CH:73]=[CH:74][c:75]1[cH:76][cH:77][cH:78][cH:79][cH:80]1.[O:81]=[C:82]([CH:83]=[CH:84][c:85]1[cH:86][cH:87][cH:88][cH:89][cH:90]1)[CH:91]=[CH:92][c:93]1[cH:94][cH:95][cH:96][cH:97][cH:98]1.[O:99]1[CH2:100][CH2:101][O:102][CH2:103][CH2:104]1.[Pd:43].[Pd:44]>>[C:1]([CH3:2])([CH3:3])([CH3:4])[CH:5]1[C:6]([OH:31])=[C:7]([C:19]2=[N:20][S:21](=[O:29])(=[O:30])[c:22]3[c:23]2[cH:24][cH:25][cH:26][c:27]3[NH:36][S:33]([CH3:32])(=[O:34])=[O:35])[C:8](=[O:18])[N:9]1[CH2:10][c:11]1[cH:12][cH:13][c:14]([F:17])[cH:15][cH:16]1. The product is CC(C)(C)C1C(O)=C(C2=NS(=O)(=O)c3c(NS(C)(=O)=O)cccc32)C(=O)N1Cc1ccc(F)cc1.